The task is: describe an organic reaction: reactants, conditions, products, and yield. This data is from the Open Reaction Database (ORD), a public repository of structured organic reaction records. The reactants are B, Cc1ccc(NC(=O)CN(Cc2ccc(OC(C)(C)C(=O)OC(C)(C)C)cc2)Cc2ccco2)c(C)c1, CSC, Cc1ccccc1, [Na+], [Na+], O=C([O-])[O-], C1CCOC1. The product is Cc1ccc(NCCN(Cc2ccc(OC(C)(C)C(=O)OC(C)(C)C)cc2)Cc2ccco2)c(C)c1. As a reaction SMILES: [BH3:41].[CH3:1][c:2]1[c:3]([NH:9][C:10]([CH2:11][N:12]([CH2:13][c:14]2[o:15][cH:16][cH:17][cH:18]2)[CH2:19][c:20]2[cH:21][cH:22][c:23]([O:24][C:25]([C:26](=[O:27])[O:28][C:29]([CH3:30])([CH3:31])[CH3:32])([CH3:33])[CH3:34])[cH:35][cH:36]2)=[O:37])[cH:4][cH:5][c:6]([CH3:8])[cH:7]1.[CH3:38][S:39][CH3:40].[CH3:48][c:49]1[cH:50][cH:51][cH:52][cH:53][cH:54]1.[Na+:42].[Na+:43].[O-:44][C:45](=[O:46])[O-:47].[O:55]1[CH2:56][CH2:57][CH2:58][CH2:59]1>>[CH3:1][c:2]1[c:3]([NH:9][CH2:10][CH2:11][N:12]([CH2:13][c:14]2[o:15][cH:16][cH:17][cH:18]2)[CH2:19][c:20]2[cH:21][cH:22][c:23]([O:24][C:25]([C:26](=[O:27])[O:28][C:29]([CH3:30])([CH3:31])[CH3:32])([CH3:33])[CH3:34])[cH:35][cH:36]2)[cH:4][cH:5][c:6]([CH3:8])[cH:7]1. Starting materials: CC(C)(C)[Si](C)(C)Oc1cccc(C2(O)CCC(=O)CC2)c1, CCCC[N+](CCCC)(CCCC)CCCC, [F-]. Product: O=C1CCC(O)(c2cccc(O)c2)CC1. As a reaction SMILES: [C:19]([Si:20]([CH3:21])([CH3:22])[O:24][c:25]1[cH:26][c:27]([C:31]2([OH:38])[CH2:32][CH2:33][C:34](=[O:37])[CH2:35][CH2:36]2)[cH:28][cH:29][cH:30]1)([CH3:23])([CH3:39])[CH3:40].[CH2:2]([N+:3]([CH2:4][CH2:5][CH2:6][CH3:7])([CH2:8][CH2:9][CH2:10][CH3:11])[CH2:12][CH2:13][CH2:14][CH3:15])[CH2:16][CH2:17][CH3:18].[F-:1]>>[OH:24][c:25]1[cH:26][c:27]([C:31]2([OH:38])[CH2:32][CH2:33][C:34](=[O:37])[CH2:35][CH2:36]2)[cH:28][cH:29][cH:30]1. Reactants: ClCCl, O=C=NS(=O)(=O)c1cccnc1Cl, Cc1nc(N)nc2ccccc12. The product is Cc1nc(NC(=O)NS(=O)(=O)c2cccnc2Cl)nc2ccccc12. Reaction SMILES: [CH2:26]([Cl:27])[Cl:28].[Cl:13][c:14]1[n:15][cH:16][cH:17][cH:18][c:19]1[S:20](=[O:21])(=[O:22])[N:23]=[C:24]=[O:25].[NH2:1][c:2]1[n:3][c:4]2[cH:5][cH:6][cH:7][cH:8][c:9]2[c:10]([CH3:12])[n:11]1>>[NH:1]([c:2]1[n:3][c:4]2[cH:5][cH:6][cH:7][cH:8][c:9]2[c:10]([CH3:12])[n:11]1)[C:24]([NH:23][S:20]([c:19]1[c:14]([Cl:13])[n:15][cH:16][cH:17][cH:18]1)(=[O:21])=[O:22])=[O:25]. Starting materials: CN(C)C(=O)C1CC(OS(=O)(=O)c2ccc([N+](=O)[O-])cc2)CN1C(=O)OC(C)(C)C, CN(C)C=O, COc1cc2ncnc(Nc3cccc(Cl)c3F)c2cc1O, [Cs+], [F-]. Yields the product COc1cc2ncnc(Nc3cccc(Cl)c3F)c2cc1OC1CC(C(=O)N(C)C)N(C(=O)OC(C)(C)C)C1. RXN SMILES: [C:23]([CH3:24])([CH3:25])([CH3:26])[O:27][C:28](=[O:29])[N:30]1[CH:31]([C:48]([N:49]([CH3:50])[CH3:51])=[O:52])[CH2:32][CH:33]([O:35][S:36]([c:37]2[cH:38][cH:39][c:40]([N+:41]([O-:42])=[O:43])[cH:44][cH:45]2)(=[O:46])=[O:47])[CH2:34]1.[CH3:55][N:56]([CH3:57])[CH:58]=[O:59].[Cl:1][c:2]1[c:3]([F:22])[c:4]([NH:5][c:6]2[n:7][cH:8][n:9][c:10]3[cH:11][c:12]([O:17][CH3:18])[c:13]([OH:16])[cH:14][c:15]23)[cH:19][cH:20][cH:21]1.[Cs+:54].[F-:53]>>[Cl:1][c:2]1[c:3]([F:22])[c:4]([NH:5][c:6]2[n:7][cH:8][n:9][c:10]3[cH:11][c:12]([O:17][CH3:18])[c:13]([O:16][CH:33]4[CH2:32][CH:31]([C:48]([N:49]([CH3:50])[CH3:51])=[O:52])[N:30]([C:28]([O:27][C:23]([CH3:24])([CH3:25])[CH3:26])=[O:29])[CH2:34]4)[cH:14][c:15]23)[cH:19][cH:20][cH:21]1. The reactants are [H-], CCI, [Na+], CN(C)C=O, O, COC(=O)c1ccc([N+](=O)[O-])c(O)c1. Yields the product CCOc1cc(C(=O)OC)ccc1[N+](=O)[O-]. RXN SMILES: [H-:16].[I:17][CH2:18][CH3:19].[Na+:15].[O:21]=[CH:22][N:23]([CH3:24])[CH3:25].[OH2:20].[OH:1][c:2]1[cH:3][c:4]([C:5](=[O:6])[O:7][CH3:8])[cH:9][cH:10][c:11]1[N+:12](=[O:13])[O-:14]>>[O:1]([c:2]1[cH:3][c:4]([C:5](=[O:6])[O:7][CH3:8])[cH:9][cH:10][c:11]1[N+:12](=[O:13])[O-:14])[CH2:18][CH3:19]. The reactants are C=CCC(CC)(C(=O)OC)C(C)C, ClCCl, O=[O+][O-], OO[O-], c1ccc(P(c2ccccc2)c2ccccc2)cc1. Product: CCC(CC=O)(C(=O)OC)C(C)C. Reaction SMILES: [CH2:1]([CH3:2])[C:3]([C:4](=[O:5])[O:6][CH3:7])([CH2:8][CH:9]=[CH2:10])[CH:11]([CH3:12])[CH3:13].[Cl:39][CH2:40][Cl:41].[O-:14][O+:15]=[O:16].[O:17][O:18][O-:19].[c:20]1([P:21]([c:22]2[cH:23][cH:24][cH:25][cH:26][cH:27]2)[c:28]2[cH:29][cH:30][cH:31][cH:32][cH:33]2)[cH:34][cH:35][cH:36][cH:37][cH:38]1>>[CH2:1]([CH3:2])[C:3]([C:4](=[O:5])[O:6][CH3:7])([CH2:8][CH:9]=[O:14])[CH:11]([CH3:12])[CH3:13].